From a dataset of the Open Reaction Database (ORD), a public repository of structured organic reaction records. describe an organic reaction: reactants, conditions, products, and yield Starting materials: O1C(=CC=C1)C=1OC(=C(N1)COC1=C(C=C(COC2=NN(C=C2C(=O)O)CC2=CC=C(C=C2)OC2=CC=CC=C2)C=C1)OC)C (3-[4-[2-(2-furyl)-5-methyl-4-oxazolylmethoxy]-3-methoxybenzyloxy]-1-(4-phenoxybenzyl)-1H-pyrazole-4-carboxylic acid), Cl.C(C)N=C=NCCCN(C)C (1-ethyl-3-(3-dimethylaminopropyl)carbodiimide hydrochloride), CN(C=O)C (N,N-dimethylformamide). Run in O (water). Reaction conditions: time 8 hour. The product is O1C(=CC=C1)C=1OC(=C(N1)COC1=C(C=C(COC2=NN(C=C2C(=O)N)CC2=CC=C(C=C2)OC2=CC=CC=C2)C=C1)OC)C (3-[4-[2-(2-furyl)-5-methyl-4-oxazolylmethoxy]-3-methoxybenzyloxy]-1-(4-phenoxybenzyl)-1H-pyrazole-4-carbamide). Isolated yield 93.9%. As a reaction SMILES: [O:1]1[CH:5]=[CH:4][CH:3]=[C:2]1[C:6]1[O:7][C:8]([CH3:45])=[C:9]([CH2:11][O:12][C:13]2[CH:42]=[CH:41][C:16]([CH2:17][O:18][C:19]3[C:23]([C:24](O)=[O:25])=[CH:22][N:21]([CH2:27][C:28]4[CH:33]=[CH:32][C:31]([O:34][C:35]5[CH:40]=[CH:39][CH:38]=[CH:37][CH:36]=5)=[CH:30][CH:29]=4)[N:20]=3)=[CH:15][C:14]=2[O:43][CH3:44])[N:10]=1.Cl.C([N:49]=C=NCCCN(C)C)C.CN(C)C=O>O>[O:1]1[CH:5]=[CH:4][CH:3]=[C:2]1[C:6]1[O:7][C:8]([CH3:45])=[C:9]([CH2:11][O:12][C:13]2[CH:42]=[CH:41][C:16]([CH2:17][O:18][C:19]3[C:23]([C:24]([NH2:49])=[O:25])=[CH:22][N:21]([CH2:27][C:28]4[CH:33]=[CH:32][C:31]([O:34][C:35]5[CH:36]=[CH:37][CH:38]=[CH:39][CH:40]=5)=[CH:30][CH:29]=4)[N:20]=3)=[CH:15][C:14]=2[O:43][CH3:44])[N:10]=1 |f:1.2|. Procedure: A mixture of 3-[4-[2-(2-furyl)-5-methyl-4-oxazolylmethoxy]-3-methoxybenzyloxy]-1-(4-phenoxybenzyl)-1H-pyrazole-4-carboxylic acid (0.80 g), 1H-1,2,3-benzotriazol-1-ol ammonia complex (0.22 g), 1-ethyl-3-(3-dimethylaminopropyl)carbodiimide hydrochloride (0.28 g), and N,N-dimethylformamide (10 ml) was stirred at room temperature overnight. The reaction mixture was poured into water, and extracted with ethyl acetate. The ethyl acetate layer was washed successively with dilute hydrochloric acid and a...